Dataset: the Open Reaction Database (ORD), a public repository of structured organic reaction records. Task: describe an organic reaction: reactants, conditions, products, and yield Starting materials: CCOc1cc(NC(C)=O)ccc1C(=O)NCC1CN(C(C)=O)CCO1, O=C1CCC(=O)N1Cl, CN(C)C=O. Product: CCOc1cc(NC(C)=O)c(Cl)cc1C(=O)NCC1CN(C(C)=O)CCO1. RXN SMILES: [C:1]([CH3:2])(=[O:3])[NH:4][c:5]1[cH:6][c:7]([O:24][CH2:25][CH3:26])[c:8]([C:9](=[O:10])[NH:11][CH2:12][CH:13]2[O:14][CH2:15][CH2:16][N:17]([C:19]([CH3:20])=[O:21])[CH2:18]2)[cH:22][cH:23]1.[Cl:27][N:28]1[C:29](=[O:30])[CH2:31][CH2:32][C:33]1=[O:34].[O:35]=[CH:36][N:37]([CH3:38])[CH3:39]>>[C:1]([CH3:2])(=[O:3])[NH:4][c:5]1[cH:6][c:7]([O:24][CH2:25][CH3:26])[c:8]([C:9](=[O:10])[NH:11][CH2:12][CH:13]2[O:14][CH2:15][CH2:16][N:17]([C:19]([CH3:20])=[O:21])[CH2:18]2)[cH:22][c:23]1[Cl:27]. Reactants: BrC=1C=C2C(=NNC(C2=CC1)=O)Cl (6-bromo-4-chloro-2H-phthalazin-1-one), Cl.O1CCC2=C1C=CC(=C2)NC ((2,3-dihydro-benzofuran-5-yl)-methylamine hydrochloride), C=1C=CC(=CC1)P(C=2C=CC=CC2)C3=CC=C4C=CC=CC4=C3C5=C6C=CC=CC6=CC=C5P(C=7C=CC=CC7)C=8C=CC=CC8 (rac-BINAP), CC(C)(C)[O-].[Na+] (NaOt-Bu). Reagents/catalysts: C=1C=CC(=CC1)/C=C/C(=O)/C=C/C2=CC=CC=C2.C=1C=CC(=CC1)/C=C/C(=O)/C=C/C2=CC=CC=C2.C=1C=CC(=CC1)/C=C/C(=O)/C=C/C2=CC=CC=C2.[Pd].[Pd] (Pd2(dba)3). Run in CC(=O)N(C)C (DMA), CCOC(=O)C (EtOAc). Product: ClC1=NNC(C2=CC=C(C=C12)NCC=1C=CC2=C(CCO2)C1)=O (4-Chloro-6-[(2,3-dihydro-benzofuran-5-ylmethyl)-amino]-2H-phthalazin-1-one). RXN SMILES: BrC1C=C2C(=CC=1)[C:8](=[O:12])[NH:7][N:6]=C2Cl.[ClH:14].O1[C:19]2[CH:20]=[CH:21][C:22]([NH:24]C)=[CH:23][C:18]=2[CH2:17]C1.C1C=CC(P(C2[C:48]([C:49]3[C:58](P(C4C=CC=CC=4)C4C=CC=CC=4)=[CH:57][CH:56]=[C:55]4[C:50]=3C=C[CH:53]=[CH:54]4)=C3C(C=CC=C3)=CC=2)C2C=CC=CC=2)=CC=1.CC([O-:76])(C)C.[Na+]>CC(N(C)C)=O.CCOC(C)=O.C1C=CC(/C=C/C(/C=C/C2C=CC=CC=2)=O)=CC=1.C1C=CC(/C=C/C(/C=C/C2C=CC=CC=2)=O)=CC=1.C1C=CC(/C=C/C(/C=C/C2C=CC=CC=2)=O)=CC=1.[Pd].[Pd]>[Cl:14][C:17]1[C:18]2[C:19](=[CH:20][CH:21]=[C:22]([NH:24][CH2:48][C:49]3[CH:58]=[CH:57][C:56]4[O:76][CH2:53][CH2:54][C:55]=4[CH:50]=3)[CH:23]=2)[C:8](=[O:12])[NH:7][N:6]=1 |f:1.2,4.5,8.9.10.11.12|. Reported procedure: A mixture 6-bromo-4-chloro-2H-phthalazin-1-one (150 mg, 0.58 mmol), (2,3-dihydro-benzofuran-5-yl)-methylamine hydrochloride (119 mg, 0.64 mmol), Pd2(dba)3 (53 mg, 0.058 mmol), rac-BINAP (132 mg, 0.17 mmol) and NaOt-Bu (200 mg, 2.1 mmol) in DMA (6 mL) was heated at 80° C. for 1 h. The mixture was allowed to cool, diluted with EtOAc (25 mL) and washed with water (25 mL). The organic layer was dried over anhydrous sodium sulfate and concentrated. Chromatography on silica (EtOAc/hexanes) yielded the... Reactants: BrCC1=CC=C(C2=CC=CC=C12)CBr (1,4-bis(bromomethyl)naphthalene), COP(OC)OC (trimethyl-phosphite). Solvent: C1(=CC=CC=C1)C (toluene). Conditions: time 24 hour. Product: COP(OC)(=O)CC1=CC=C(C2=CC=CC=C12)CP(OC)(OC)=O ([1,4-naphthalenediylbis(methylene)]bisphosphonic acid tetramethyl ester). The yield is 82.1%. RXN SMILES: Br[CH2:2][C:3]1[C:12]2[C:7](=[CH:8][CH:9]=[CH:10][CH:11]=2)[C:6]([CH2:13]Br)=[CH:5][CH:4]=1.C[O:16][P:17]([O:20][CH3:21])[O:18][CH3:19]>C1(C)C=CC=CC=1>[CH3:19][O:18][P:17]([CH2:2][C:3]1[C:12]2[C:7](=[CH:8][CH:9]=[CH:10][CH:11]=2)[C:6]([CH2:13][P:17](=[O:16])([O:20][CH3:21])[O:18][CH3:19])=[CH:5][CH:4]=1)(=[O:16])[O:20][CH3:21]. Reported procedure: A 200 mL round bottom flask is charged with 1,4-bis(bromomethyl)naphthalene (Example 26(b), 2.07 g, 6.6 mmol) and toluene (75 mL). The flask is equipped with a Dean-Stark trap, condenser, and nitrogen inlet. The mixture is heated to reflux temperature to dry the toluene and starting material. A total of 25 mL of toluene is collected in the Dean-Stark trap and then discarded. The mixture is cooled to room temperature and then trimethyl-phosphite (4 mL, 34 mmol) is added and the reaction is heated... Starting materials: CO/C=1/CCC(CC\N1)C ((E)-7-methoxy-4-methyl-3,4,5,6-tetrahydro-2H-azepine), NC1=C(C(=O)O)C=CC(=C1)C(=O)O (2-aminoterephthalic acid). Solvent: CN(C)C=O (DMF), O (water). Product: CC1CCC2=NC3=CC(=CC=C3C(N2CC1)=O)C(=O)O (8-methyl-12-oxo-6,7,8,9,10,12-hexahydroazepino[2,1-b]quinazoline-3-carboxylic acid). Yield: 2.2%. RXN SMILES: CO[C:3]1[CH2:4][CH2:5][CH:6]([CH3:10])[CH2:7][CH2:8][N:9]=1.[NH2:11][C:12]1[CH:20]=[C:19]([C:21]([OH:23])=[O:22])[CH:18]=[CH:17][C:13]=1[C:14](O)=[O:15]>CN(C=O)C.O>[CH3:10][CH:6]1[CH2:7][CH2:8][N:9]2[C:3](=[N:11][C:12]3[C:13]([C:14]2=[O:15])=[CH:17][CH:18]=[C:19]([C:21]([OH:23])=[O:22])[CH:20]=3)[CH2:4][CH2:5]1. Reported procedure: A solution of (E)-7-methoxy-4-methyl-3,4,5,6-tetrahydro-2H-azepine (1.1 g) and 2-aminoterephthalic acid (1.4 g, 7.7 mmol) in DMF (30 mL) was stirred at 100° C. for 4 h. After it was cooled to room temperature, the reaction was diluted with water (80 mL) and extracted with ethyl acetate (2×60 mL). The combined organic layers were washed with brine and dried over anhydrous sodium sulfate. After filtration and concentration, the crude product was purified by silica gel chromatography to give 47 mg ... Starting materials: N1=C(C=CC=C1)N1C(=CC=2C1=NC=CC2)C(=O)OCC (ethyl 1-(2-pyridyl)-1H-pyrrolo[2,3-b]pyridine-2-carboxylate), NC=1C=CC2=C(N=C(S2)C)C1 (5-amino-2-methylbenzothiazole). The product is CC=1SC2=C(N1)C=C(C=C2)NC(=O)C2=CC=1C(=NC=CC1)N2C2=NC=CC=C2 (N-(2-methylbenzothiazol-5-yl)-1-(2-pyridyl)-1H-pyrrolo[2,3-b]pyridine-2-carboxamide). As a reaction SMILES: [N:1]1[CH:6]=[CH:5][CH:4]=[CH:3][C:2]=1[N:7]1[C:11]2=[N:12][CH:13]=[CH:14][CH:15]=[C:10]2[CH:9]=[C:8]1[C:16]([O:18]CC)=O.[NH2:21][C:22]1[CH:23]=[CH:24][C:25]2[S:29][C:28]([CH3:30])=[N:27][C:26]=2[CH:31]=1>>[CH3:30][C:28]1[S:29][C:25]2[CH:24]=[CH:23][C:22]([NH:21][C:16]([C:8]3[N:7]([C:2]4[CH:3]=[CH:4][CH:5]=[CH:6][N:1]=4)[C:11]4=[N:12][CH:13]=[CH:14][CH:15]=[C:10]4[CH:9]=3)=[O:18])=[CH:31][C:26]=2[N:27]=1. Procedure details: This compound was prepared according to the experimental protocol described in Example 6.2, starting with ethyl 1-(2-pyridyl)-1H-pyrrolo[2,3-b]pyridine-2-carboxylate obtained according to the protocol described in step 8.1 and 5-amino-2-methylbenzothiazole. A white solid is obtained. Reactants: O=C(O)C1Cc2c([nH]c3ccccc23)CN1, BrCCc1ccccc1, CS(C)=O, ClC(Cl)Cl, [K+], [OH-], O, S=C=S. Product: O=C(O)C1Cc2c([nH]c3ccccc23)CN1C(=S)SCCc1ccccc1. Reaction SMILES: [CH2:1]1[NH:2][CH:3]([C:14](=[O:15])[OH:16])[CH2:4][c:5]2[c:6]3[cH:7][cH:8][cH:9][cH:10][c:11]3[nH:12][c:13]21.[CH2:22]([CH2:23][c:24]1[cH:25][cH:26][cH:27][cH:28][cH:29]1)[Br:30].[CH3:36][S:37]([CH3:38])=[O:39].[CH:31]([Cl:32])([Cl:33])[Cl:34].[K+:18].[OH-:17].[OH2:35].[S:19]=[C:20]=[S:21]>>[CH2:1]1[N:2]([C:20]([S:19][CH2:22][CH2:23][c:24]2[cH:25][cH:26][cH:27][cH:28][cH:29]2)=[S:21])[CH:3]([C:14](=[O:15])[OH:16])[CH2:4][c:5]2[c:6]3[cH:7][cH:8][cH:9][cH:10][c:11]3[nH:12][c:13]21. Starting materials: CSC(=C[N+](=O)[O-])SC, CCO, CC(N)c1ccc(Cl)nc1. The product is CSC(=C[N+](=O)[O-])NC(C)c1ccc(Cl)nc1. As a reaction SMILES: [CH3:11][S:12][C:13](=[CH:14][N+:15](=[O:16])[O-:17])[S:18][CH3:19].[CH3:20][CH2:21][OH:22].[Cl:1][c:2]1[n:3][cH:4][c:5]([CH:8]([CH3:9])[NH2:10])[cH:6][cH:7]1>>[Cl:1][c:2]1[n:3][cH:4][c:5]([CH:8]([CH3:9])[NH:10][C:13]([S:12][CH3:11])=[CH:14][N+:15](=[O:16])[O-:17])[cH:6][cH:7]1.